describe an organic reaction: reactants, conditions, products, and yield From a dataset of the Open Reaction Database (ORD), a public repository of structured organic reaction records. Reactants: COc1cc(C=O)ccc1-n1cnc(C)c1, CCOC(C)=O, CCO, CCOP(=O)(OCC)C1CCCC2CCCC(c3ccc(F)cc3)N2C1=O, [Li+], C1CCOC1, [OH-], O. The product is COc1cc(C=C2CCCC3CCCC(c4ccc(F)cc4)N3C2=O)ccc1-n1cnc(C)c1. As a reaction SMILES: [CH3:31][O:32][c:33]1[cH:34][c:35]([CH:36]=[O:37])[cH:38][cH:39][c:40]1-[n:41]1[cH:42][n:43][c:44]([CH3:46])[cH:45]1.[CH3:47][CH2:48][O:49][C:50](=[O:51])[CH3:52].[CH3:58][CH2:59][OH:60].[F:4][c:5]1[cH:6][cH:7][c:8]([CH:11]2[CH2:12][CH2:13][CH2:14][CH:15]3[N:16]2[C:17](=[O:30])[CH:18]([P:22](=[O:23])([O:24][CH2:25][CH3:26])[O:27][CH2:28][CH3:29])[CH2:19][CH2:20][CH2:21]3)[cH:9][cH:10]1.[Li+:3].[O:53]1[CH2:54][CH2:55][CH2:56][CH2:57]1.[OH-:2].[OH2:1]>>[F:4][c:5]1[cH:6][cH:7][c:8]([CH:11]2[CH2:12][CH2:13][CH2:14][CH:15]3[N:16]2[C:17](=[O:30])[C:18](=[CH:36][c:35]2[cH:34][c:33]([O:32][CH3:31])[c:40](-[n:41]4[cH:42][n:43][c:44]([CH3:46])[cH:45]4)[cH:39][cH:38]2)[CH2:19][CH2:20][CH2:21]3)[cH:9][cH:10]1. Reactants: C(C1=CC=CC=C1)OC1=C(C=C(C=C1)C1=CC=C2C(=NN(C2=C1)S(=O)(=O)C1=C(C=C(C=C1C)C)C)C1=CC2=CC=CC=C2C=C1)OC (6-(4-Benzyloxy-3-methoxy-phenyl)-3-naphthalen-2-yl-1-(2,4,6-trimethyl-benzenesulfonyl)-1H-indazole), C(C1=CC=CC=C1)OC1=C(C=C(C=C1)C1=CC=C2C(=NNC2=C1)C1=CC2=CC=CC=C2C=C1)OC (6-(4-benzyloxy-3-methoxy-phenyl)-3-naphthalen-2-yl-1H-indazole). Run in C(C)(=O)OCC.CCCCCC (ethyl acetate hexane). Reported procedure: 6-(4-Benzyloxy-3-methoxy-phenyl)-3-naphthalen-2-yl-1-(2,4,6-trimethyl-benzenesulfonyl)-1H-indazole was converted to 6-(4-benzyloxy-3-methoxy-phenyl)-3-naphthalen-2-yl-1H-indazole as described in Example 1(a), step (ix). Rf sm 0.40, p 0.17 (ethyl acetate-hexane 3:7); 1H NMR (CDCl3) δ 8.40 (s, 1H), 8.12 (d, 1H, J=8.5 Hz), 8.10 (dd, 1H, J=1.6, 8.4 Hz), 7.93 (d, 1H, J=8.3 Hz), 7.88 (m, 2H), 7.61 (m, 1H) 7.56 (s, 1H), 7.43 (m, 5H), 7.30 (m, 3H), 7.15 (d, 1H, J=2.0 Hz), 7.08 (dd, 1H, J=2.1, 8.3 Hz), 6... The product is C1=C(C=CC2=CC=CC=C12)C1=NNC2=CC(=CC=C12)C1=CC(=C(C=C1)O)OC (3-(Naphthalen-2-yl)-6-(3-methoxy-4-hydroxy-phenyl)-1H-indazole). RXN SMILES: C([O:8][C:9]1[CH:14]=[CH:13][C:12]([C:15]2[CH:23]=[C:22]3[C:18]([C:19]([C:36]4[CH:45]=[CH:44][C:43]5[C:38](=[CH:39][CH:40]=[CH:41][CH:42]=5)[CH:37]=4)=[N:20][N:21]3S(C3C(C)=CC(C)=CC=3C)(=O)=O)=[CH:17][CH:16]=2)=[CH:11][C:10]=1[O:46][CH3:47])C1C=CC=CC=1.C(OC1C=CC(C2C=C3C(C(C4C=CC5C(=CC=CC=5)C=4)=NN3)=CC=2)=CC=1OC)C1C=CC=CC=1>C(OCC)(=O)C.CCCCCC>[CH:37]1[C:38]2[C:43](=[CH:42][CH:41]=[CH:40][CH:39]=2)[CH:44]=[CH:45][C:36]=1[C:19]1[C:18]2[C:22](=[CH:23][C:15]([C:12]3[CH:13]=[CH:14][C:9]([OH:8])=[C:10]([O:46][CH3:47])[CH:11]=3)=[CH:16][CH:17]=2)[NH:21][N:20]=1 |f:2.3|. Starting materials: O1CCN(C2=C1C=CC=C2)C2=NC=CC=C2NC(C=2C=NC=CC2)C=2C=NC=CC2 (2-(2,3-dihydro-4H-1,4-benzoxazin-4-yl)-N-(dipyridin-3-ylmethyl)pyridine-3-amine), [H-].[Na+] (sodium hydride), oil, C(C)(=O)O (acetic acid). The reagents and catalysts are CI (methyl iodide). Run in CN(C)C=O (DMF), C(C)(=O)OCC (ethyl acetate). Reaction conditions: time 15 minute. Product: O1CCN(C2=C1C=CC=C2)C2=NC=CC=C2N(C)C(C=2C=NC=CC2)C=2C=NC=CC2 (2-(2,3-dihydro-4H-1,4-benzoxazin-4-yl)-N-(dipyridin-3-ylmethyl)-N-methylpyridine-3-amine). As a reaction SMILES: [O:1]1[C:6]2[CH:7]=[CH:8][CH:9]=[CH:10][C:5]=2[N:4]([C:11]2[C:16]([NH:17][CH:18]([C:25]3[CH:26]=[N:27][CH:28]=[CH:29][CH:30]=3)[C:19]3[CH:20]=[N:21][CH:22]=[CH:23][CH:24]=3)=[CH:15][CH:14]=[CH:13][N:12]=2)[CH2:3][CH2:2]1.[H-].[Na+].[C:33](O)(=O)C>CN(C=O)C.CI.C(OCC)(=O)C>[O:1]1[C:6]2[CH:7]=[CH:8][CH:9]=[CH:10][C:5]=2[N:4]([C:11]2[C:16]([N:17]([CH:18]([C:19]3[CH:20]=[N:21][CH:22]=[CH:23][CH:24]=3)[C:25]3[CH:26]=[N:27][CH:28]=[CH:29][CH:30]=3)[CH3:33])=[CH:15][CH:14]=[CH:13][N:12]=2)[CH2:3][CH2:2]1 |f:1.2|. Procedure details: To a solution of 2-(2,3-dihydro-4H-1,4-benzoxazin-4-yl)-N-(dipyridin-3-ylmethyl)pyridine-3-amine (82 mg, 0.207 mmol) in dry DMF (1.5 mL) was added 60% sodium hydride/mineral oil (16 mg, 0.40 mmol) and let stir at ambient temperature for 15 minutes. Over a one hour period methyl iodide (3 drops) was added. The reaction was diluted with ethyl acetate, neutralized with acetic acid, and washed with water (3×). The organic layer was dried over anhydrous sodium sulfate, filtered, and the solvent evapo... Starting materials: C(C)OC(=O)N1CCC(CC1)=CC#N (4-cyanomethylene-piperidine-1-carboxylic acid ethyl ester), N (ammonia). The solvent is CO (methanol). Product: C(C)OC(=O)N1CCC(CC1)(CC#N)N (4-Amino-4-cyanomethyl-piperidine-1-carboxylic acid ethyl ester). RXN SMILES: [CH2:1]([O:3][C:4]([N:6]1[CH2:11][CH2:10][C:9](=[CH:12][C:13]#[N:14])[CH2:8][CH2:7]1)=[O:5])[CH3:2].[NH3:15]>CO>[CH2:1]([O:3][C:4]([N:6]1[CH2:11][CH2:10][C:9]([NH2:15])([CH2:12][C:13]#[N:14])[CH2:8][CH2:7]1)=[O:5])[CH3:2]. Procedure details: A solution of 51.38 g (264.53 mol) of 4-cyanomethylene-piperidine-1-carboxylic acid ethyl ester in 301 ml of an aqueous ammonia solution (29%) and 50 ml of methanol was heated at 110° C. in a sealed tube for 48 h. The reaction mixture was concentrated, and the residue was chromatographed on silica gel eluting with a mixture of dichloromethane/methanol in the proportions 100/0 to 96/4 to afford 40 g of the product as a white solid.